From a dataset of the Open Reaction Database (ORD), a public repository of structured organic reaction records. describe an organic reaction: reactants, conditions, products, and yield Run in O (water), C1CCOC1 (THF), C1CCOC1 (THF), C1CCOC1 (THF). Product: ClC=1C=C2C=CNC2=C(C1F)C(=O)O (5-chloro-6-fluoro-1H-indole-7-carboxylic acid). Conditions: temperature 10 celsius, time 2 hour. The reactants are solution, [Li]CCCC (n-BuLi), CCCCCC (hexane), ClC=1C=C2C=CNC2=CC1F (5-chloro-6-fluoro-1H-indole), CC(C)(C)[O-].[K+] (potassium tert-butylate), C(=O)=O (CO2). Reported procedure: 35 ml THF was cooled down to −75° C. under argon and 19.05 ml of a 1.6M solution of n-BuLi in hexane (30.5 mmol) were added. Then a solution of 2.35 g of 5-chloro-6-fluoro-1H-indole (13.7 mmol) in 9 ml THF was added dropwise (temperature kept between −70 and −75° C.) over 15 min. After 5 additional min stirring at this temperature a solution of 3.7 g potassium tert-butylate in 15 ml THF was added over 10 min (temperature kept between −70 and −75° C.). The brown solution was stirred 2 h at the sa... RXN SMILES: [Li]CCCC.CCCCCC.[Cl:12][C:13]1[CH:14]=[C:15]2[C:19](=[CH:20][C:21]=1[F:22])[NH:18][CH:17]=[CH:16]2.CC([O-])(C)C.[K+].[C:29](=[O:31])=[O:30]>C1COCC1.O>[Cl:12][C:13]1[CH:14]=[C:15]2[C:19](=[C:20]([C:29]([OH:31])=[O:30])[C:21]=1[F:22])[NH:18][CH:17]=[CH:16]2 |f:3.4|.